From a dataset of the Open Reaction Database (ORD), a public repository of structured organic reaction records. describe an organic reaction: reactants, conditions, products, and yield Starting materials: resultant mixture, C(=O)(O)[O-].[Na+] (NaHCO3), C(Cl)Cl (methylene chloride), BrC=1C=C(CNC2=NC(=NC=C2Cl)NC=2C=C(C=CC2)CCCO)C=C(C1)OC (3-[3-({4-[(3-bromo-5-methoxybenzyl)amino]-5-chloropyrimidin-2-yl}amino)phenyl]propan-1-ol), C(Cl)Cl (methylene chloride), B(Br)(Br)Br (boron tribromide). The solvent is C(=O)=O (dry ice). Conditions: time 8 hour. The product is BrC=1C=C(C=C(C1)CNC1=NC(=NC=C1Cl)NC1=CC(=CC=C1)CCCBr)O (3-Bromo-5-{[(2-{[3-(3-bromopropyl)phenyl]amino}-5-chloropyrimidin-4-yl)amino]methyl}phenol). The yield is 100.0%. RXN SMILES: [Br:1][C:2]1[CH:3]=[C:4]([CH:25]=[C:26]([O:28]C)[CH:27]=1)[CH2:5][NH:6][C:7]1[C:12]([Cl:13])=[CH:11][N:10]=[C:9]([NH:14][C:15]2[CH:16]=[C:17]([CH2:21][CH2:22][CH2:23]O)[CH:18]=[CH:19][CH:20]=2)[N:8]=1.C(Cl)Cl.B(Br)(Br)[Br:34].C([O-])(O)=O.[Na+]>C(=O)=O>[Br:1][C:2]1[CH:27]=[C:26]([OH:28])[CH:25]=[C:4]([CH2:5][NH:6][C:7]2[C:12]([Cl:13])=[CH:11][N:10]=[C:9]([NH:14][C:15]3[CH:20]=[CH:19][CH:18]=[C:17]([CH2:21][CH2:22][CH2:23][Br:34])[CH:16]=3)[N:8]=2)[CH:3]=1 |f:3.4|. Procedure: Into a reaction flask was added 3-[3-({4-[(3-bromo-5-methoxybenzyl)amino]-5-chloropyrimidin-2-yl}amino)phenyl]propan-1-ol (2.70 g, 5.65 mmol), methylene chloride (30 mL), and a solution of boron tribromide in methylene chloride (17.0 mL, 17.0 mmol, 1.0 M). The mixture was stirred at rt overnight. The resultant mixture was cooled in dry ice when NaHCO3 (saturated aqueous solution) was added. After removal of the organic solvent, the aqueous layer was extracted with methylene chloride twice. The c... Starting materials: COC(C=CC=1C=NC(=CC1)Br)=O (3-(6-bromo-pyridin-3-yl)-acrylic acid methyl ester), [Li+].[OH-] (LiOH). Solvent: O (H2O), C1CCOC1 (THF). Conditions: time 3 hour. Product: BrC1=CC=C(C=N1)C=CC(=O)O (3-(6-bromo-pyridin-3-yl)-acrylic acid). Isolated yield 88.6%. RXN SMILES: C[O:2][C:3](=[O:13])[CH:4]=[CH:5][C:6]1[CH:7]=[N:8][C:9]([Br:12])=[CH:10][CH:11]=1.[Li+].[OH-]>C1COCC1.O>[Br:12][C:9]1[N:8]=[CH:7][C:6]([CH:5]=[CH:4][C:3]([OH:13])=[O:2])=[CH:11][CH:10]=1 |f:1.2|. Procedure: To 3-(6-bromo-pyridin-3-yl)-acrylic acid methyl ester (120 mg, 0.495 mmol) in THF was added a solution of 0.5 N-LiOH (2 eq) and the mixture was stirred for 3 hrs at room temperature. The resulting residue was dissolved in H2O, then washed three times with Et2O, and neutralized with 1N HCl to pH 5˜7. The resulting solid filtered and washed with H2O and then dried in vacuo to give 3-(6-bromo-pyridin-3-yl)-acrylic acid (100 mg, 88%). The reactants are ClC1=NC2=CC(=C(C=C2C=C1C=O)OC)F (2-chloro-7-fluoro-6-methoxyquinoline-3-carbaldehyde), ClC1=NC2=CC(=C(C=C2C=C1C=O)OC)F (2-Chloro-7-fluoro-6-methoxyquinoline-3-carbaldehyde), C(C)N (ethylamine). Run in C1CCOC1 (THF). Reaction conditions: temperature 150 celsius, time 2 hour. The product is C(C)NC1=NC2=CC(=C(C=C2C=C1C=O)OC)F (2-(Ethylamino)-7-fluoro-6-methoxyquinoline-3-carbaldehyde). Yield: 46.0%. As a reaction SMILES: Cl[C:2]1[C:11]([CH:12]=[O:13])=[CH:10][C:9]2[C:4](=[CH:5][C:6]([F:16])=[C:7]([O:14][CH3:15])[CH:8]=2)[N:3]=1.[CH2:17]([NH2:19])[CH3:18]>C1COCC1>[CH2:17]([NH:19][C:2]1[C:11]([CH:12]=[O:13])=[CH:10][C:9]2[C:4](=[CH:5][C:6]([F:16])=[C:7]([O:14][CH3:15])[CH:8]=2)[N:3]=1)[CH3:18]. Procedure: To a stirred solution of 2-chloro-7-fluoro-6-methoxyquinoline-3-carbaldehyde SMA 44034 (219 mg, 0.91 mmol) in THF (10 mL) in a 20 mL microwave vial equipped with a magnetic stirrer was added ethylamine (2 M in THF, 4.50 mL, 9.00 mmol) and the mixture was stirred at 150° C. for 2 h under microwave irradiation. After cooling to RT, the volatiles were removed under vacuum at 40° C. and the resulting yellow oil was taken up in a 2 N aq. HCl solution (15 mL) and stirred for 15 min at RT then neutrali... Starting materials: C[C@@]12CC[C@@H]3[C@]([C@H]1CCC(=C)[C@H]2C/C=C/4\[C@@H](COC4=O)O)(COC(O3)(C)C)C (3,19-Isopropylidene andrographolide), C(C)(=O)OC(C)=O (acetic anhydride). Solvent: O (water). Yields the product CC(=O)O[C@@H]\1COC(=O)/C1=C/C[C@@H]2C(=C)CC[C@H]3[C@]2(CC[C@@H]4[C@]3(COC(O4)(C)C)C)C (14-acetyl-3,19-isopropylidene andrographolide). As a reaction SMILES: [CH3:1][C@:2]12[C@H:12]([CH2:13]/[CH:14]=[C:15]3\[C@H:16]([OH:21])[CH2:17][O:18][C:19]\3=[O:20])[C:10](=[CH2:11])[CH2:9][CH2:8][C@@H:7]1[C@:6]1([CH3:28])[CH2:22][O:23][C:24]([CH3:27])([CH3:26])[O:25][C@@H:5]1[CH2:4][CH2:3]2.[C:29](OC(=O)C)(=[O:31])[CH3:30]>O>[CH3:30][C:29]([O:21][C@@H:16]1[CH2:17][O:18][C:19](/[C:15]/1=[CH:14]/[CH2:13][C@H:12]1[C@:2]2([CH3:1])[CH2:3][CH2:4][C@H:5]3[O:25][C:24]([CH3:27])([CH3:26])[O:23][CH2:22][C@@:6]3([CH3:28])[C@H:7]2[CH2:8][CH2:9][C:10]1=[CH2:11])=[O:20])=[O:31]. Procedure: 3,19-Isopropylidene andrographolide (15 g) obtained in step 1 was refluxed in distilled acetic anhydride (110 ml) for 45 min. After confirming the complete formation of the product (by TLC analysis), the contents were cooled to room temperature, diluted with water (500 ml) and extracted with dichloromethane (3×200 ml). The organic layer was separated and dried over Na2SO4 and concentrated to get a brown oily material. The crude material was purified by flash column chromatography (silica gel 230... Starting materials: O=C([O-])[O-], CC(=O)Oc1ccccc1C1NC(C(=O)O)CS1, CC(=O)SCCC(=O)Cl, CCOC(C)=O, CO, [K+], [K+], O, c1ccccc1. Yields the product CC(=O)Oc1ccccc1C1SCC(C(=O)O)N1C(=O)CCSC(C)=O. As a reaction SMILES: [C:19](=[O:20])([O-:21])[O-:22].[C:1]([CH3:2])(=[O:3])[O:4][c:5]1[c:6]([CH:11]2[S:12][CH2:13][CH:14]([C:16](=[O:17])[OH:18])[NH:15]2)[cH:7][cH:8][cH:9][cH:10]1.[C:25]([CH3:26])(=[O:27])[S:28][CH2:29][CH2:30][C:31](=[O:32])[Cl:33].[C:40]([O:41][CH2:42][CH3:43])(=[O:44])[CH3:45].[CH3:47][OH:48].[K+:23].[K+:24].[OH2:46].[cH:34]1[cH:35][cH:36][cH:37][cH:38][cH:39]1>>[C:1]([CH3:2])(=[O:3])[O:4][c:5]1[c:6]([CH:11]2[S:12][CH2:13][CH:14]([C:16](=[O:17])[OH:18])[N:15]2[C:31]([CH2:30][CH2:29][S:28][C:25]([CH3:26])=[O:27])=[O:32])[cH:7][cH:8][cH:9][cH:10]1.